From a dataset of the Open Reaction Database (ORD), a public repository of structured organic reaction records. describe an organic reaction: reactants, conditions, products, and yield Reactants: N1=CC=C(C=C1)C1=CC(CCC1)=NO (3-(4-pyridinyl)-2-cyclohexen-1-one oxime), O=C(CCC(C(=O)OCC)C(=O)C1=CC=NC=C1)C (ethyl 5-oxo-2-[(4-pyridinyl)carbonyl]hexanoate). The product is N1=CC=C(C=C1)C(CCCC(C)=O)=O (1-(4-pyridinyl)-hexan-1,5-dione). Reaction SMILES: N1C=CC(C2CCCC(=NO)C=2)=CC=1.[O:15]=[C:16]([CH3:33])[CH2:17][CH2:18][CH:19]([C:25]([C:27]1[CH:32]=[CH:31][N:30]=[CH:29][CH:28]=1)=[O:26])C(OCC)=O>>[N:30]1[CH:31]=[CH:32][C:27]([C:25](=[O:26])[CH2:19][CH2:18][CH2:17][C:16](=[O:15])[CH3:33])=[CH:28][CH:29]=1. Reported procedure: An improvement in the process for preparing 3-(4-pyridinyl)-2-cyclohexen-1-one oxime by heating ethyl 5-oxo-2-[(4-pyridinyl)carbonyl]hexanoate under aqueous acidic conditions to produce 1-(4-pyridinyl)-hexan-1,5-dione, heating said hexan-1,5-dione with a basic condensing agent to produce 3-(4-pyridinyl)-2-cyclohexen-1-one, and converting said cyclohexen-1-one to its oxime, said improvement being a one pot sequence consisting of first heating ethyl 5-oxo-2-[(4-pyridinyl)carbonyl]hexanoate with ex... Reactants: CN(C)C1CCN(c2ccc(C(F)(F)F)cc2[N+](=O)[O-])CC1, CO. Yields the product CN(C)C1CCN(c2ccc(C(F)(F)F)cc2N)CC1. RXN SMILES: [CH3:1][N:2]([CH:3]1[CH2:4][CH2:5][N:6]([c:9]2[c:10]([N+:19]([O-:20])=[O:21])[cH:11][c:12]([C:15]([F:16])([F:17])[F:18])[cH:13][cH:14]2)[CH2:7][CH2:8]1)[CH3:22].[CH3:23][OH:24]>>[CH3:1][N:2]([CH:3]1[CH2:4][CH2:5][N:6]([c:9]2[c:10]([NH2:19])[cH:11][c:12]([C:15]([F:16])([F:17])[F:18])[cH:13][cH:14]2)[CH2:7][CH2:8]1)[CH3:22]. Starting materials: CCOCC, N#Cc1c(N)sc2c1CCC2, O=C(Cl)C(c1ccccc1)C1CCCC1. The product is N#Cc1c(NC(=O)C(c2ccccc2)C2CCCC2)sc2c1CCC2. Reaction SMILES: [CH2:27]([O:28][CH2:29][CH3:30])[CH3:31].[NH2:16][c:17]1[c:18]([C:25]#[N:26])[c:19]2[c:20]([s:21]1)[CH2:22][CH2:23][CH2:24]2.[c:1]1([CH:7]([C:8](=[O:9])[Cl:10])[CH:11]2[CH2:12][CH2:13][CH2:14][CH2:15]2)[cH:2][cH:3][cH:4][cH:5][cH:6]1>>[c:1]1([CH:7]([C:8](=[O:9])[NH:16][c:17]2[c:18]([C:25]#[N:26])[c:19]3[c:20]([s:21]2)[CH2:22][CH2:23][CH2:24]3)[CH:11]2[CH2:12][CH2:13][CH2:14][CH2:15]2)[cH:2][cH:3][cH:4][cH:5][cH:6]1. Starting materials: C(C)(C)(C)OC(CN1CC(C2=C(C=CC=C12)[N+](=O)[O-])CCCC(=O)OCC)=O (Ethyl 4-[1-(2-tert-butoxy-2-oxoethyl)-4-nitro-2,3-dihydro-1H-indol-3-yl]butanoate). The reagents and catalysts are [Pd] (Pd/C). Solvent: CCO (EtOH). Reaction conditions: time 18 hour. Yields the product NC1=C2C(CN(C2=CC=C1)CC(=O)OC(C)(C)C)CCCC(=O)OCC (Ethyl 4-[4-amino-1-(2-tert-butoxy-2-oxoethyl)-2,3-dihydro-1H-indol-3-yl]butanoate). RXN SMILES: [C:1]([O:5][C:6](=[O:28])[CH2:7][N:8]1[C:16]2[C:11](=[C:12]([N+:17]([O-])=O)[CH:13]=[CH:14][CH:15]=2)[CH:10]([CH2:20][CH2:21][CH2:22][C:23]([O:25][CH2:26][CH3:27])=[O:24])[CH2:9]1)([CH3:4])([CH3:3])[CH3:2]>CCO.[Pd]>[NH2:17][C:12]1[CH:13]=[CH:14][CH:15]=[C:16]2[C:11]=1[CH:10]([CH2:20][CH2:21][CH2:22][C:23]([O:25][CH2:26][CH3:27])=[O:24])[CH2:9][N:8]2[CH2:7][C:6]([O:5][C:1]([CH3:3])([CH3:4])[CH3:2])=[O:28]. Reported procedure: A mixture of ethyl 4-[1-(2-tert-butoxy-2-oxoethyl)-4-nitro-2,3-dihydro-1H-indol-3-yl]butanoate from Step C (1.10 g, 2.80 mmol) and 10% Pd/C (150 mg) in EtOH (50 mL) was stirred under an atmosphere of hydrogen (ca. 1 atm). After 18 h, the reaction was filtered through a Celite pad and concentrated in vacuo to give the title compound. MS: m/z=363 (M+1). Reactants: Clc1ncccc1Br, [Li]CCCC, CCCCCC, COc1cccc(C=O)c1, [Li]c1cccnc1Cl, O. Product: COc1cccc(C(O)c2cccnc2Cl)c1. RXN SMILES: [Br:6][c:7]1[c:8]([Cl:13])[n:9][cH:10][cH:11][cH:12]1.[CH2:1]([Li:2])[CH2:3][CH2:4][CH3:5].[CH3:32][CH2:33][CH2:34][CH2:35][CH2:36][CH3:37].[CH:22]([c:23]1[cH:24][c:25]([O:29][CH3:30])[cH:26][cH:27][cH:28]1)=[O:31].[Cl:14][c:15]1[c:16]([Li:17])[cH:18][cH:19][cH:20][n:21]1.[OH2:38]>>[c:7]1([CH:22]([c:23]2[cH:24][c:25]([O:29][CH3:30])[cH:26][cH:27][cH:28]2)[OH:31])[c:8]([Cl:13])[n:9][cH:10][cH:11][cH:12]1. The reactants are [Cl-].[NH4+] (ammonium chloride), C(C#C)O (propargyl alcohol), ClC=1SC=C(N1)C(=O)OCC (ethyl 2-chloro-1,3-thiazole-4-carboxylate), [H-].[Na+] (sodium hydride). Run in O1CCCC1 (tetrahydrofuran). Reaction conditions: time 1 hour. Product: C(C#C)OC=1SC=C(N1)C(=O)OCC (ethyl 2-(2-propynyloxy)-1,3-thiazole-4-carboxylate). Isolated yield 59.9%. Reaction SMILES: [CH2:1]([OH:4])[C:2]#[CH:3].[H-].[Na+].Cl[C:8]1[S:9][CH:10]=[C:11]([C:13]([O:15][CH2:16][CH3:17])=[O:14])[N:12]=1.[Cl-].[NH4+]>O1CCCC1>[CH2:1]([O:4][C:8]1[S:9][CH:10]=[C:11]([C:13]([O:15][CH2:16][CH3:17])=[O:14])[N:12]=1)[C:2]#[CH:3] |f:1.2,4.5|. Procedure details: 0.20 g of propargyl alcohol was dissolved in 20 ml of tetrahydrofuran, and 0.13 g of 60% sodium hydride was added at room temperature. The mixture was stirred at room temperature for 1 hour. After 0.50 g of ethyl 2-chloro-1,3-thiazole-4-carboxylate was added, the reaction mixture was stirred at room temperature for 3 hours. After aqueous saturated ammonium chloride was added, the reaction mixture was extracted with methyl-t-butyl ether. The organic layer was washed with aqueous saturated sodium ...